Dataset: the Open Reaction Database (ORD), a public repository of structured organic reaction records. Task: describe an organic reaction: reactants, conditions, products, and yield The reactants are COC1=CC=C(C=C1)B(O)O (4-methoxyphenyl boronic acid), BrC1=C2C3(C(N(C2=CC=C1)C(C1=CC=CC=C1)C1=CC=CC=C1)=O)COC1=CC2=C(OCCO2)C=C13 (4′-bromo-1′-(diphenylmethyl)-2,3-dihydrospiro[furo[2,3-g][1,4]benzodioxine-8,3′-indol]-2′(1′H)-one), N1=CC(=CC2=CC=CC=C12)B(O)O (quinolin-3-ylboronic acid), BrC1=C2C3(C(N(C2=CC=C1)CC1=NC=CC=C1)=O)COC1=CC2=C(OCCO2)C=C13 (4′-bromo-1′-(pyridin-2-ylmethyl)-2,3-dihydrospiro[furo[2,3-g][1,4]benzodioxine-8,3′-indol]-2′(1′H)-one). The product is COC1=CC=C(C=C1)C1=C2C3(C(N(C2=CC=C1)CC1=NC=CC=C1)=O)COC=1C3=CC=3OCCOC3C1 (4′-(4-methoxyphenyl)-1′-(pyridin-2-ylmethyl)-3,7-dihydro-2H-spiro[benzofuro[5,6-b][1,4]dioxine-8,3′-indolin]-2′-one). RXN SMILES: [CH3:1][O:2][C:3]1[CH:8]=[CH:7][C:6](B(O)O)=[CH:5][CH:4]=1.N1C2C(=CC=CC=2)C=C(B(O)O)C=1.Br[C:26]1[CH:34]=[CH:33][CH:32]=[C:31]2[C:27]=1[C:28]1([C:54]3[C:45](=[CH:46][C:47]4[O:52][CH2:51][CH2:50][O:49][C:48]=4[CH:53]=3)[O:44][CH2:43]1)[C:29](=[O:42])[N:30]2[CH2:35][C:36]1[CH:41]=[CH:40][CH:39]=[CH:38][N:37]=1.BrC1C=CC=C2C=1C1(C3C(=CC4OCCOC=4C=3)OC1)C(=O)N2C(C1C=CC=CC=1)C1C=CC=CC=1>>[CH3:1][O:2][C:3]1[CH:8]=[CH:7][C:6]([C:26]2[CH:34]=[CH:33][CH:32]=[C:31]3[C:27]=2[C:28]2([C:54]4=[CH:53][C:48]5[O:49][CH2:50][CH2:51][O:52][C:47]=5[CH:46]=[C:45]4[O:44][CH2:43]2)[C:29](=[O:42])[N:30]3[CH2:35][C:36]2[CH:41]=[CH:40][CH:39]=[CH:38][N:37]=2)=[CH:5][CH:4]=1. Procedure details: Following the procedure as described in EXAMPLE 2.46 and making non-critical variations using 4-methoxyphenyl boronic acid to replace quinolin-3-ylboronic acid, and 4′-bromo-1′-(pyridin-2-ylmethyl)-2,3-dihydrospiro[furo[2,3-g][1,4]benzodioxine-8,3′-indol]-2′(1′H)-one to replace 4′-bromo-1′-(diphenylmethyl)-2,3-dihydrospiro[furo[2,3-g][1,4]benzodioxine-8,3′-indol]-2′(1′H)-one, 4′-(4-methoxyphenyl)-1′-(pyridin-2-ylmethyl)-3,7-dihydro-2H-spiro[benzofuro[5,6-b][1,4]dioxine-8,3′-indolin]-2′-one was o... The product is ClC1=C(C=CC=C1)CC(CC(=O)OC)C#N (methyl 4-(2-chlorophenyl)-3-cyanobutyrate). Reported procedure: In the same manner as Example 1-(c), 50 g of methyl 4-(2-chlorophenyl)-3-cyano-3-methoxycarbonylbutyrate was decarboxylated in dimethylsulfoxide to obtain methyl 4-(2-chlorophenyl)-3-cyanobutyrate. The solvent is CS(=O)C (dimethylsulfoxide). Starting materials: ClC1=C(C=CC=C1)CC(CC(=O)OC)(C(=O)OC)C#N (methyl 4-(2-chlorophenyl)-3-cyano-3-methoxycarbonylbutyrate). As a reaction SMILES: [Cl:1][C:2]1[CH:7]=[CH:6][CH:5]=[CH:4][C:3]=1[CH2:8][C:9]([C:19]#[N:20])(C(OC)=O)[CH2:10][C:11]([O:13][CH3:14])=[O:12]>CS(C)=O>[Cl:1][C:2]1[CH:7]=[CH:6][CH:5]=[CH:4][C:3]=1[CH2:8][CH:9]([C:19]#[N:20])[CH2:10][C:11]([O:13][CH3:14])=[O:12]. Procedure details: A solution of (R)-6-(6-chloropyridine-3-sulfonyl)-1-(4-fluorophenyl)-1,4,5,6,7,8-hexahydro-1,2,6-triaza-cyclopenta[b]naphthalene-4a-carboxylic acid methyl ester (0.3 g) in methanol (10 mL) was treated with cesium carbonate (0.98 g) and water (0.5 mL) for 20 hours. The reaction mixture was diluted with water, extracted with ethyl acetate, the combined organic extracts dried over sodium sulfate and the residue concentrated under reduced pressure to provide a white foam (0.28 g). LCMS (Method G): 4... Starting materials: COC(=O)[C@@]12CC3=C(C=C2CCN(C1)S(=O)(=O)C=1C=NC(=CC1)Cl)N(N=C3)C3=CC=C(C=C3)F ((R)-6-(6-chloropyridine-3-sulfonyl)-1-(4-fluorophenyl)-1,4,5,6,7,8-hexahydro-1,2,6-triaza-cyclopenta[b]naphthalene-4a-carboxylic acid methyl ester), C([O-])([O-])=O.[Cs+].[Cs+] (cesium carbonate). Run in O (water), CO (methanol), O (water). Yield: 94.2%. As a reaction SMILES: [CH3:1][O:2][C:3]([C@@:5]12[CH2:14][N:13]([S:15]([C:18]3[CH:19]=[N:20][C:21](Cl)=[CH:22][CH:23]=3)(=[O:17])=[O:16])[CH2:12][CH2:11][C:10]1=[CH:9][C:8]1[N:25]([C:28]3[CH:33]=[CH:32][C:31]([F:34])=[CH:30][CH:29]=3)[N:26]=[CH:27][C:7]=1[CH2:6]2)=[O:4].[C:35](=O)([O-])[O-:36].[Cs+].[Cs+]>CO.O>[CH3:1][O:2][C:3]([C@@:5]12[CH2:14][N:13]([S:15]([C:18]3[CH:19]=[N:20][C:21]([O:36][CH3:35])=[CH:22][CH:23]=3)(=[O:17])=[O:16])[CH2:12][CH2:11][C:10]1=[CH:9][C:8]1[N:25]([C:28]3[CH:33]=[CH:32][C:31]([F:34])=[CH:30][CH:29]=3)[N:26]=[CH:27][C:7]=1[CH2:6]2)=[O:4] |f:1.2.3|. The product is COC(=O)[C@@]12CC3=C(C=C2CCN(C1)S(=O)(=O)C=1C=NC(=CC1)OC)N(N=C3)C3=CC=C(C=C3)F ((R)-1-(4-Fluorophenyl)-6-(6-methoxy pyridine-3-sulfonyl)-1,4,5,6,7,8-hexahydro-1,2,6-triaza-cyclopenta[b]naphthalene-4a-carboxylic acid methyl ester). Reactants: C(OC)(OC)OC (trimethyl orthoformate), C(=O)C1=C(C=C(C(=O)NC(C)(C2=CC=CC=C2)C)C=C1)OCOC (4-Formyl-3-methoxymethoxy-N-(1-methyl-1-phenylethyl)benzamide), C(O)([O-])=O.[Na+] (sodium hydrogencarbonate), O (water). Reagents/catalysts: O.C1(=CC=C(C=C1)S(=O)(=O)O)C (p-toluenesulfonic acid monohydrate). The solvent is CO (methanol). Run at time 1 hour. Product: COCOC=1C=C(C(=O)NC(C)(C2=CC=CC=C2)C)C=CC1C(OC)OC (3-methoxymethoxy-4-dimethoxymethyl-N-(1-methyl-1-phenylethyl)benzamide). The yield is 101.4%. As a reaction SMILES: C([C:3]1[CH:20]=[CH:19][C:6]([C:7]([NH:9][C:10]([CH3:18])([C:12]2[CH:17]=[CH:16][CH:15]=[CH:14][CH:13]=2)[CH3:11])=[O:8])=[CH:5][C:4]=1[O:21][CH2:22][O:23][CH3:24])=O.[CH:25]([O:30][CH3:31])([O:28][CH3:29])OC.C(=O)([O-])O.[Na+].O>CO.O.C1(C)C=CC(S(O)(=O)=O)=CC=1>[CH3:24][O:23][CH2:22][O:21][C:4]1[CH:5]=[C:6]([CH:19]=[CH:20][C:3]=1[CH:25]([O:28][CH3:29])[O:30][CH3:31])[C:7]([NH:9][C:10]([CH3:18])([C:12]1[CH:13]=[CH:14][CH:15]=[CH:16][CH:17]=1)[CH3:11])=[O:8] |f:2.3,6.7|. Reported procedure: 4-Formyl-3-methoxymethoxy-N-(1-methyl-1-phenylethyl)benzamide (3.12 g, 9.53 mmol) was dissolved in methanol (30 mL), and the solution was added with trimethyl orthoformate (2.09 mL, 19.1 mmol) and p-toluenesulfonic acid monohydrate (16.4 mg, 0.0952 mmol), followed by stirring at room temperature for 1 hour. The reaction mixture was added with saturated aqueous sodium hydrogencarbonate solution and water, and extracted with ethyl acetate. The organic layer was washed with saturated brine and drie...